Dataset: the Open Reaction Database (ORD), a public repository of structured organic reaction records. Task: describe an organic reaction: reactants, conditions, products, and yield Reactants: Cl.NCCS (cysteamine hydrochloride), NC=1NC=C(N1)CSCCN (2-amino-4-[(2-aminoethyl)thiomethyl]imidazole), [N+](=O)([O-])C=C(SC)SC (1-nitro-2,2-bis-methylthioethylene), Cl.NC=1NC=C(N1)CO (2-amino-4-hydroxymethylimidazole hydrochloride), C1([N+](=O)[O-])=CC([N+](=O)[O-])=CC([N+](=O)[O-])=C1[O-] (picrate), Cl (hydrochloric acid). Yields the product [N+](=O)([O-])C=C(NCCSCC=1N=C(NC1)N)SC (1-nitro-2-methylthio-2-[2-((2-amino-4-imidazolyl)methylthio)ethylamino]ethylene). RXN SMILES: Cl.NC1NC=C(CO)N=1.C1(C([O-])=C([N+]([O-])=O)C=C([N+]([O-])=O)C=1)[N+]([O-])=O.Cl.Cl.NCCS.[NH2:32][C:33]1[NH:34][CH:35]=[C:36]([CH2:38][S:39][CH2:40][CH2:41][NH2:42])[N:37]=1.[N+:43]([CH:46]=[C:47](SC)[S:48][CH3:49])([O-:45])=[O:44]>>[N+:43]([CH:46]=[C:47]([S:48][CH3:49])[NH:42][CH2:41][CH2:40][S:39][CH2:38][C:36]1[N:37]=[C:33]([NH2:32])[NH:34][CH:35]=1)([O-:45])=[O:44] |f:0.1,4.5|. Procedure details: Reaction of 2-amino-4-hydroxymethylimidazole hydrochloride (which is obtained by treating the picrate salt with hydrochloric acid) with cysteamine hydrochloride and reaction of the resulting 2-amino-4-[(2-aminoethyl)thiomethyl]imidazole with 1-nitro-2,2-bis-methylthioethylene according to the procedure of Example 8(i) gives 1-nitro-2-methylthio-2-[2-((2-amino-4-imidazolyl)methylthio)ethylamino]ethylene. Finally, reaction with methylamine by the procedure of Example 8(ii) produces the title compo... Reactants: CN (methylamine), ClCCOC1=C(C=CC=C1)C1(CC1)NC=1C(N(C=CN1)C=1C=C(C(=O)NC2CC2)C=CC1C)=O (3-(3-(1-(2-(2-Chloroethoxy)phenyl)cyclopropylamino)-2-oxopyrazin-1(2H)-yl)-N-cyclopropyl-4-methylbenzamide), C(C)OCC (diethyl ether). Solvent: O (water), O1CCOCC1 (dioxane). Reaction conditions: temperature 100 celsius, time 4 hour. The product is C1(CC1)NC(C1=CC(=C(C=C1)C)N1C(C(=NC=C1)NC1(CC1)C1=C(C=CC=C1)OCCNC)=O)=O (N-Cyclopropyl-4-methyl-3-[3-[[1-[2-[2-(methylamino)ethoxy]phenyl]cyclopropyl]amino]-2-oxo-1(2H)-pyrazinyl]-benzamide). RXN SMILES: Cl[CH2:2][CH2:3][O:4][C:5]1[CH:10]=[CH:9][CH:8]=[CH:7][C:6]=1[C:11]1([NH:14][C:15]2[C:16](=[O:34])[N:17]([C:21]3[CH:22]=[C:23]([CH:30]=[CH:31][C:32]=3[CH3:33])[C:24]([NH:26][CH:27]3[CH2:29][CH2:28]3)=[O:25])[CH:18]=[CH:19][N:20]=2)[CH2:13][CH2:12]1.[CH3:35][NH2:36].C(OCC)C>O1CCOCC1.O>[CH:27]1([NH:26][C:24](=[O:25])[C:23]2[CH:30]=[CH:31][C:32]([CH3:33])=[C:21]([N:17]3[CH:18]=[CH:19][N:20]=[C:15]([NH:14][C:11]4([C:6]5[CH:7]=[CH:8][CH:9]=[CH:10][C:5]=5[O:4][CH2:3][CH2:2][NH:36][CH3:35])[CH2:13][CH2:12]4)[C:16]3=[O:34])[CH:22]=2)[CH2:29][CH2:28]1. Procedure: 3-(3-(1-(2-(2-Chloroethoxy)phenyl)cyclopropylamino)-2-oxopyrazin-1(2H)-yl)-N-cyclopropyl-4-methylbenzamide (Example 167e, 5.00 g) dissolved in dioxane (15 mL) was treated with methylamine (15 mL of a 40 wt % solution in water). The resulting suspension was stirred at 100° C. for 4 h in an autoclave. The solution was evaporated to dryness. The crude product was purified (SiO2 chromatography, eluting with a 5:1:94 (v/v) mixture of methanol:triethylamine:dichloromethane respectively). The product c... Reactants: BrC=1C(=NOC1C1=NC=CC=C1)C(=O)OCC (ethyl 4-bromo-5-(pyridin-2-yl)isoxazole-3-carboxylate), C(CCC)[Sn](C=C)(CCCC)CCCC (tributyl(vinyl)tin). The reagents and catalysts are Cl[Pd]([P](C1=CC=CC=C1)(C2=CC=CC=C2)C3=CC=CC=C3)([P](C4=CC=CC=C4)(C5=CC=CC=C5)C6=CC=CC=C6)Cl (dichlorobis(triphenylphosphine)-palladium(II)), F[P-](F)(F)(F)(F)F.C(CCC)[N+]1=CN(C=C1)C (1-butyl-3-methylimidazolium hexafluorophosphate). Solvent: C(C)(=O)OCC (ethyl acetate), O1CCOCC1 (dioxane). The product is N1=C(C=CC=C1)C1=C(C(=NO1)C(=O)OCC)C=C (ethyl 5-(pyridin-2-yl)-4-vinylisoxazole-3-carboxylate). Yield: 414.3%. Reaction SMILES: Br[C:2]1[C:3]([C:13]([O:15][CH2:16][CH3:17])=[O:14])=[N:4][O:5][C:6]=1[C:7]1[CH:12]=[CH:11][CH:10]=[CH:9][N:8]=1.[CH2:18]([Sn](CCCC)(CCCC)C=C)[CH2:19]CC>O1CCOCC1.C(OCC)(=O)C.Cl[Pd](Cl)([P](C1C=CC=CC=1)(C1C=CC=CC=1)C1C=CC=CC=1)[P](C1C=CC=CC=1)(C1C=CC=CC=1)C1C=CC=CC=1.F[P-](F)(F)(F)(F)F.C([N+]1C=CN(C)C=1)CCC>[N:8]1[CH:9]=[CH:10][CH:11]=[CH:12][C:7]=1[C:6]1[O:5][N:4]=[C:3]([C:13]([O:15][CH2:16][CH3:17])=[O:14])[C:2]=1[CH:18]=[CH2:19] |f:5.6,^1:47,66|. Procedure: A solution of ethyl 4-bromo-5-(pyridin-2-yl)isoxazole-3-carboxylate (2-C) (170 mg, 0.572 mmol), tributyl(vinyl)tin (0.504 mL, 1.72 mmol), dichlorobis(triphenylphosphine)-palladium(II) (24.1 mg, 0.034 mmol), and 1-butyl-3-methylimidazolium hexafluorophosphate (0.012 mL, 0.057 mmol) in dioxane (3 mL) was heated to 170° C. via microwave for 120 minutes. The reaction mixture was diluted with ethyl acetate (50 mL), washed with water (10 mL), washed with brine (10 mL), and dried over anhydrous sodium ...